Dataset: the Open Reaction Database (ORD), a public repository of structured organic reaction records. Task: describe an organic reaction: reactants, conditions, products, and yield Starting materials: CC#N, Cc1c([N+](=O)[O-])cc(C(N)=O)cc1[N+](=O)[O-], ClP(Cl)(Cl)(Cl)Cl, [NH4+], [OH-], O. The product is Cc1c([N+](=O)[O-])cc(C#N)cc1[N+](=O)[O-]. As a reaction SMILES: [CH3:26][C:27]#[N:28].[CH3:7][c:8]1[c:9]([N+:20](=[O:21])[O-:22])[cH:10][c:11]([C:12](=[O:13])[NH2:14])[cH:15][c:16]1[N+:17](=[O:18])[O-:19].[Cl:1][P:2]([Cl:3])([Cl:4])([Cl:5])[Cl:6].[NH4+:24].[OH-:25].[OH2:23]>>[CH3:7][c:8]1[c:9]([N+:20](=[O:21])[O-:22])[cH:10][c:11]([C:12]#[N:14])[cH:15][c:16]1[N+:17](=[O:18])[O-:19]. The reactants are BrCC=1C=C2C=CC(N(C2=CC1)C)=O (6-bromomethyl-1-methyl-1,2-dihydroquinolin-2-one), C(C)(=O)C1(CCOCC1)C1=CC(=CC=C1)O (4-acetyl-4-(3-hydroxyphenyl)tetrahydropyran). The product is C(C)(=O)C1(CCOCC1)C1=CC(=CC=C1)OCC=1C=C2C=CC(N(C2=CC1)C)=O (4-acetyl-4-[3-(1-methyl-2-oxo-1,2-dihydroquinolin-6-ylmethoxy)phenyl]tetrahydropyran). Isolated yield 52.0%. RXN SMILES: Br[CH2:2][C:3]1[CH:4]=[C:5]2[C:10](=[CH:11][CH:12]=1)[N:9]([CH3:13])[C:8](=[O:14])[CH:7]=[CH:6]2.[C:15]([C:18]1([C:24]2[CH:29]=[CH:28][CH:27]=[C:26]([OH:30])[CH:25]=2)[CH2:23][CH2:22][O:21][CH2:20][CH2:19]1)(=[O:17])[CH3:16]>>[C:15]([C:18]1([C:24]2[CH:29]=[CH:28][CH:27]=[C:26]([O:30][CH2:2][C:3]3[CH:4]=[C:5]4[C:10](=[CH:11][CH:12]=3)[N:9]([CH3:13])[C:8](=[O:14])[CH:7]=[CH:6]4)[CH:25]=2)[CH2:19][CH2:20][O:21][CH2:22][CH2:23]1)(=[O:17])[CH3:16]. Procedure details: Using a similar procedure to that described in Example 14, 6-bromomethyl-1-methyl-1,2-dihydroquinolin-2-one was reacted with 4-acetyl-4-(3-hydroxyphenyl)tetrahydropyran to give 4-acetyl-4-[3-(1-methyl-2-oxo-1,2-dihydroquinolin-6-ylmethoxy)phenyl]tetrahydropyran in 52% yield, m.p. 125°-126° C. The reactants are NC1=CC=C(C=C1)SC1=NC2=CC=C(C=C2C=C1)Cl (2-(4-Aminophenylthio)-6-chloroquinoline), ClC1=C(C=C(C=C1)N=C=S)C(F)(F)F (4-chloro-3-trifluoromethylphenylisothiocyanate). Yields the product ClC=1C=C2C=CC(=NC2=CC1)SC1=CC=C(C=C1)NC(=S)NC1=CC(=C(C=C1)Cl)C(F)(F)F (1-[4-(6-Chloro-2-quinolylthio)phenyl]-3-(4-chloro-3-trifluoromethylphenyl)thiourea). Yield: 51.3%. As a reaction SMILES: [NH2:1][C:2]1[CH:7]=[CH:6][C:5]([S:8][C:9]2[CH:18]=[CH:17][C:16]3[C:11](=[CH:12][CH:13]=[C:14]([Cl:19])[CH:15]=3)[N:10]=2)=[CH:4][CH:3]=1.[Cl:20][C:21]1[CH:26]=[CH:25][C:24]([N:27]=[C:28]=[S:29])=[CH:23][C:22]=1[C:30]([F:33])([F:32])[F:31]>>[Cl:19][C:14]1[CH:15]=[C:16]2[C:11](=[CH:12][CH:13]=1)[N:10]=[C:9]([S:8][C:5]1[CH:4]=[CH:3][C:2]([NH:1][C:28]([NH:27][C:24]3[CH:25]=[CH:26][C:21]([Cl:20])=[C:22]([C:30]([F:33])([F:31])[F:32])[CH:23]=3)=[S:29])=[CH:7][CH:6]=1)[CH:18]=[CH:17]2. Procedure: 2-(4-Aminophenylthio)-6-chloroquinoline (2.9 mmoles, 0.83 g) and 4-chloro-3-trifluoromethylphenylisothiocyanate (3.2 mmoles, 0.76 g) were reacted according to procedure C to yield 0.78 g, 51% of the title compound. Mass Spec (FD) 524. Calculated for C23H14ClF3N3S2 : C, 52.68; H, 2.69; N, 8.01. Found: C, 52.66; H, 2.78; N, 7.91. M Pt 138°-139° C. Reactants: COc1c(CO)ccc2occc12, ClCCl. Product: COc1c(C)ccc2occc12. RXN SMILES: [CH3:1][O:2][c:3]1[c:4]([CH2:12][OH:13])[cH:5][cH:6][c:7]2[c:8]1[cH:9][cH:10][o:11]2.[Cl:14][CH2:15][Cl:16]>>[CH3:1][O:2][c:3]1[c:4]([CH3:12])[cH:5][cH:6][c:7]2[c:8]1[cH:9][cH:10][o:11]2.